Dataset: the Open Reaction Database (ORD), a public repository of structured organic reaction records. Task: describe an organic reaction: reactants, conditions, products, and yield Reactants: ClCCCCN1CCSC2=C(C1=O)C=C(S2)C (4-(4-chlorobutyl)-2,3-dihydro-7-methylthieno[3,2-f][1,4]thiazepin-5(4H)-one), C1(C=2C(C(N1)=O)=CC=CC2)=O.[K] (potassium phthalimide), O (water). Run in CN(C=O)C (dimethylformamide). Conditions: time 6 hour. The product is O.C1(C=2C(C(N1CCCCN1CCSC3=C(C1=O)C=C(S3)C)=O)=CC=CC2)=O (4-(4-phthalimidobutyl)-2,3-dihydro-7-methylthieno[3,2-f][1,4]thiazepin-5(4H)-one hydrate). Isolated yield 212.4%. As a reaction SMILES: Cl[CH2:2][CH2:3][CH2:4][CH2:5][N:6]1[C:12](=[O:13])[C:11]2[CH:14]=[C:15]([CH3:17])[S:16][C:10]=2[S:9][CH2:8][CH2:7]1.[C:18]1(=[O:28])[NH:22][C:21](=[O:23])[C:20]2=[CH:24][CH:25]=[CH:26][CH:27]=[C:19]12.[K].O>CN(C)C=O>[OH2:13].[C:18]1(=[O:28])[N:22]([CH2:2][CH2:3][CH2:4][CH2:5][N:6]2[C:12](=[O:13])[C:11]3[CH:14]=[C:15]([CH3:17])[S:16][C:10]=3[S:9][CH2:8][CH2:7]2)[C:21](=[O:23])[C:20]2=[CH:24][CH:25]=[CH:26][CH:27]=[C:19]12 |f:1.2,5.6,^1:28|. Reported procedure: To a solution of 3.0 g of 4-(4-chlorobutyl)-2,3-dihydro-7-methylthieno[3,2-f][1,4]thiazepin-5(4H)-one in 30 ml of dimethylformamide was added 2.3 g of potassium phthalimide and stirred at 70°-80° C. for 6 hours. After cooling, the mixture was poured into water and extracted with ethyl acetate. The extract was washed with water, dried and concentrated in vacuo. The resulting crude crystals were recrystallized from methanol to give 4.6 g of 4-(4-phthalimidobutyl)-2,3-dihydro-7-methylthieno[3,2-f][...